Dataset: the Open Reaction Database (ORD), a public repository of structured organic reaction records. Task: describe an organic reaction: reactants, conditions, products, and yield The reactants are aqueous solution, NC(=O)N (urea), C=1C=CC(=CC1)C=2N=C(N=C(N2)N)N (benzoguanamine), C=O (formalin), C([O-])([O-])=O.[Na+].[Na+] (sodium carbonate). Solvent: O (water). Run at temperature 75 celsius, time 4 hour. The product is NC(=O)N.C=1C=CC(=CC1)C=2N=C(N=C(N2)N)N.C=O (urea benzoguanamine formaldehyde). Reaction SMILES: [NH2:1][C:2]([NH2:4])=[O:3].[CH:5]1[CH:6]=[CH:7][C:8]([C:11]2[N:12]=[C:13]([NH2:18])[N:14]=[C:15]([NH2:17])[N:16]=2)=[CH:9][CH:10]=1.C=O.[C:21](=O)([O-])[O-:22].[Na+].[Na+]>O>[NH2:1][C:2]([NH2:4])=[O:3].[CH:5]1[CH:10]=[CH:9][C:8]([C:11]2[N:12]=[C:13]([NH2:18])[N:14]=[C:15]([NH2:17])[N:16]=2)=[CH:7][CH:6]=1.[CH2:21]=[O:22] |f:3.4.5,7.8.9|. Reported procedure: A 4-necked flask equipped with a stirrer, a reflux condenser and a thermocouple was charged with 40.5 parts of urea, 29.6 parts of benzoguanamine, 100 parts of formalin (formaldehyde content 37%) and 110 parts of water. The pH of the mixture was adjusted to 7.5 with a 10% aqueous solution of sodium carbonate. While agitating this mixture, its temperature was raised to 75° C., and its reaction was carried out for 4 hours to obtain an aqueous liquid of a soluble and fusible urea-benzoguanamine-for... The reactants are [H-].[Na+] (NaH), BrCCCCCCCCCCCCCCCC (1-Bromohexadecane), CC1(OCC(O1)CO)C (Solketal). The solvent is CN(C=O)C (N,N-dimethylformamide), CN(C=O)C (DMF), CN(C=O)C (DMF). Reaction conditions: time 72 hour. Product: CC1(OCC(O1)COCCCCCCCCCCCCCCCC)C ((±)-2,2-Dimethyl-4-(hexadecyloxymethyl)-1,3-dioxolane). The yield is 56.5%. RXN SMILES: [H-].[Na+].[CH3:3][C:4]1([CH3:11])[O:8][CH:7]([CH2:9][OH:10])[CH2:6][O:5]1.Br[CH2:13][CH2:14][CH2:15][CH2:16][CH2:17][CH2:18][CH2:19][CH2:20][CH2:21][CH2:22][CH2:23][CH2:24][CH2:25][CH2:26][CH2:27][CH3:28]>CN(C)C=O>[CH3:3][C:4]1([CH3:11])[O:8][CH:7]([CH2:9][O:10][CH2:28][CH2:27][CH2:26][CH2:25][CH2:24][CH2:23][CH2:22][CH2:21][CH2:20][CH2:19][CH2:18][CH2:17][CH2:16][CH2:15][CH2:14][CH3:13])[CH2:6][O:5]1 |f:0.1|. Reported procedure: To NaH (1.85 g, 60% dispersed in mineral oil) under argon was added anhydrous N,N-dimethylformamide (DMF, 30 mL) at RT. Solketal (2.20 g, 16.7 mmol) in 10 mL anhydrous DMF was then added dropwise with constant stirring. 1-Bromohexadecane (5.10 g, 16.7 mmol), dissolved in anhydrous DMF (20 mL) was then added to the reaction mixture dropwise and stirred for 72 hours. The reaction was quenched by adding about 5 mL of methanol. It was then poured into cold ice water (100 mL) and extracted with hexan... Starting materials: C(C)(C)(C)OC(=O)N1CC2(N=C(SCC2C1)NC(C1=CC=CC=C1)=O)C1=CC=CC=C1 (Racemic tert-butyl-2-benzamido-7a-phenyl-4,4a,5,7-tetrahydropyrrolo[3,4-d][1,3]thiazine-6-carboxylate). The solvent is C(C)O.C(Cl)(Cl)Cl (ethanol chloroform). Yields the product C(C1=CC=CC=C1)(=O)NC=1SC[C@H]2[C@@](N1)(CN(C2)C(=O)OC(C)(C)C)C2=CC=CC=C2 (tert-Butyl (4aR,7aS)-2-(benzoylamino)-7a-phenyl-4a,5,7,7a-tetrahydropyrrolo[3,4-d][1,3]thiazine-6(4H)-carboxylate). As a reaction SMILES: [C:1]([O:5][C:6]([N:8]1[CH2:16][CH:15]2[C:10]([C:26]3[CH:31]=[CH:30][CH:29]=[CH:28][CH:27]=3)([N:11]=[C:12]([NH:17][C:18](=[O:25])[C:19]3[CH:24]=[CH:23][CH:22]=[CH:21][CH:20]=3)[S:13][CH2:14]2)[CH2:9]1)=[O:7])([CH3:4])([CH3:3])[CH3:2]>C(O)C.C(Cl)(Cl)Cl>[C:18]([NH:17][C:12]1[S:13][CH2:14][C@@H:15]2[CH2:16][N:8]([C:6]([O:5][C:1]([CH3:4])([CH3:3])[CH3:2])=[O:7])[CH2:9][C@:10]2([C:26]2[CH:27]=[CH:28][CH:29]=[CH:30][CH:31]=2)[N:11]=1)(=[O:25])[C:19]1[CH:20]=[CH:21][CH:22]=[CH:23][CH:24]=1 |f:1.2|. Reported procedure: Racemic tert-butyl-2-benzamido-7a-phenyl-4,4a,5,7-tetrahydropyrrolo[3,4-d][1,3]thiazine-6-carboxylate (1.6 g, 3.66 mmol) is dissolved in ethanol/chloroform (30 ml/14 ml) and is separated into its constituent enantiomers by chiral SFC (Supercritical Fluid Chromatography) (Chiralpak AD 8×40.5 cm (20 μm); eluent: 100% ethanol in CO2; flow: 350 mL/min at UV 280 nm; 0.4 g/injection). The first eluting isomer is the title compound (593 mg, 37%). Chiral analysis of this isomer: (Chiralpak AD-H 4.6×150 ... Reactants: CCC(=O)Cl, COc1ccc(S(=O)(=O)N2C(=O)C(N)(c3ccccc3Cl)c3cc(Cl)ccc32)c(OC)c1, O, c1ccncc1. The product is CCC(=O)NC1(c2ccccc2Cl)C(=O)N(S(=O)(=O)c2ccc(OC)cc2OC)c2ccc(Cl)cc21. Reaction SMILES: [C:1]([CH2:2][CH3:3])(=[O:4])[Cl:5].[NH2:6][C:7]1([c:31]2[c:32]([Cl:37])[cH:33][cH:34][cH:35][cH:36]2)[C:8](=[O:30])[N:9]([S:17](=[O:18])(=[O:19])[c:20]2[c:21]([O:28][CH3:29])[cH:22][c:23]([O:26][CH3:27])[cH:24][cH:25]2)[c:10]2[cH:11][cH:12][c:13]([Cl:16])[cH:14][c:15]21.[OH2:38].[cH:39]1[cH:40][cH:41][n:42][cH:43][cH:44]1>>[C:1]([CH2:2][CH3:3])(=[O:4])[NH:6][C:7]1([c:31]2[c:32]([Cl:37])[cH:33][cH:34][cH:35][cH:36]2)[C:8](=[O:30])[N:9]([S:17](=[O:18])(=[O:19])[c:20]2[c:21]([O:28][CH3:29])[cH:22][c:23]([O:26][CH3:27])[cH:24][cH:25]2)[c:10]2[cH:11][cH:12][c:13]([Cl:16])[cH:14][c:15]21.